This data is from the Open Reaction Database (ORD), a public repository of structured organic reaction records. The task is: describe an organic reaction: reactants, conditions, products, and yield Reactants: ClC1=C(C=C(S1)C(=O)OC)C1=C(C=NN1CC)Cl (methyl 5-chloro-4-(4-chloro-1-ethyl-1H-pyrazol-5-yl)-2-thiophenecarboxylate), [OH-].[K+] (KOH). Solvent: C1CCOC1.O (THF H2O). Conditions: temperature 50 celsius. Yields the product ClC1=C(C=C(S1)C(=O)O)C1=C(C=NN1CC)Cl (5-chloro-4-(4-chloro-1-ethyl-1H-pyrazol-5-yl)-2-thiophenecarboxylic acid). RXN SMILES: [Cl:1][C:2]1[S:6][C:5]([C:7]([O:9]C)=[O:8])=[CH:4][C:3]=1[C:11]1[N:15]([CH2:16][CH3:17])[N:14]=[CH:13][C:12]=1[Cl:18].[OH-].[K+]>C1COCC1.O>[Cl:1][C:2]1[S:6][C:5]([C:7]([OH:9])=[O:8])=[CH:4][C:3]=1[C:11]1[N:15]([CH2:16][CH3:17])[N:14]=[CH:13][C:12]=1[Cl:18] |f:1.2,3.4|. Procedure: To a solution of methyl 5-chloro-4-(4-chloro-1-ethyl-1H-pyrazol-5-yl)-2-thiophenecarboxylate (260 mg, 0.85 mmol) in THF/H2O (4 mL/1 mL) was added KOH (478 mg, 8.52 mmol). The reaction mixture was heated to 50° C. for 4 h. After the mixture was concentrated and diluted with H2O, the pH was adjusted to 3. The mixture was extracted with DCM (5 mL×3). The collected organic layers were concentrated under vacuum to give a crude acid, which was used directly without further purification. Starting materials: CS(=O)(=O)CCON=C(C(=O)O)c1csc(N)n1, NC(=O)OCC1C(N)C(=O)N1S(=O)(=O)O. The product is CS(=O)(=O)CCON=C(C(=O)NC1C(=O)N(S(=O)(=O)O)C1COC(N)=O)c1csc(N)n1. As a reaction SMILES: [NH2:16][c:17]1[s:18][cH:19][c:20]([C:22]([C:23](=[O:24])[OH:25])=[N:26][O:27][CH2:28][CH2:29][S:30](=[O:31])(=[O:32])[CH3:33])[n:21]1.[NH2:1][CH:2]1[C:3](=[O:15])[N:4]([S:11](=[O:12])(=[O:13])[OH:14])[CH:5]1[CH2:6][O:7][C:8]([NH2:9])=[O:10]>>[NH:1]([CH:2]1[C:3](=[O:15])[N:4]([S:11](=[O:12])(=[O:13])[OH:14])[CH:5]1[CH2:6][O:7][C:8]([NH2:9])=[O:10])[C:23]([C:22]([c:20]1[cH:19][s:18][c:17]([NH2:16])[n:21]1)=[N:26][O:27][CH2:28][CH2:29][S:30](=[O:31])(=[O:32])[CH3:33])=[O:24]. The reactants are COc1ccc(CN2OCC3CC(O)CC32c2cccc(Br)c2)c(OC)c1, CI, [H-], [Na+], CN(C)C=O. Product: COc1ccc(CN2OCC3CC(OC)CC32c2cccc(Br)c2)c(OC)c1. Reaction SMILES: [Br:3][c:4]1[cH:5][c:6]([C:10]23[N:11]([CH2:19][c:20]4[c:21]([O:28][CH3:29])[cH:22][c:23]([O:26][CH3:27])[cH:24][cH:25]4)[O:12][CH2:13][CH:14]2[CH2:15][CH:16]([OH:18])[CH2:17]3)[cH:7][cH:8][cH:9]1.[CH3:30][I:31].[H-:1].[Na+:2].[O:32]=[CH:33][N:34]([CH3:35])[CH3:36]>>[Br:3][c:4]1[cH:5][c:6]([C:10]23[N:11]([CH2:19][c:20]4[c:21]([O:28][CH3:29])[cH:22][c:23]([O:26][CH3:27])[cH:24][cH:25]4)[O:12][CH2:13][CH:14]2[CH2:15][CH:16]([O:18][CH3:30])[CH2:17]3)[cH:7][cH:8][cH:9]1. Starting materials: O[C@H](C)[C@@H]1[C@@H]2N(C(=C([C@@H]2C)S\C=C/C2=C(N=CS2)CO)C(=O)[O-])C1=O.[Na+] (sodium (1R,5S,6S)-6-((1R)-1-hydroxyethyl)-2-[[(Z)-2-(4-hydroxymethylthiazol-5-yl)ethen-1-yl]thio]-1-methyl-1-carbapen-2-em-3-carboxylate), C(C)(C)(C)OC(=O)OC(C)I (1-(t-butoxycarbonyloxy)ethyl iodide). Product: O[C@H](C)[C@@H]1[C@@H]2N(C(=C([C@@H]2C)S\C=C/C2=C(N=CS2)CO)C(=O)OC(C)OC(=O)OC(C)(C)C)C1=O (1-(t-Butoxycarbonyloxy)ethyl (1R,5S,6S)-6-((1R)-1-hydroxyethyl)-2-[[(Z)-2-(4-hydroxymethylthiazol-5-yl)ethen-1-yl]thio]-1-methyl-1-carbapen-2-em-3-carboxylate). Isolated yield 42.7%. RXN SMILES: [OH:1][C@@H:2]([C@H:4]1[C:24](=[O:25])[N:6]2[C:7]([C:21]([O-:23])=[O:22])=[C:8]([S:11]/[CH:12]=[CH:13]\[C:14]3[S:18][CH:17]=[N:16][C:15]=3[CH2:19][OH:20])[C@H:9]([CH3:10])[C@H:5]12)[CH3:3].[Na+].[C:27]([O:31][C:32]([O:34][CH:35](I)[CH3:36])=[O:33])([CH3:30])([CH3:29])[CH3:28]>>[OH:1][C@@H:2]([C@H:4]1[C:24](=[O:25])[N:6]2[C:7]([C:21]([O:23][CH:35]([O:34][C:32]([O:31][C:27]([CH3:30])([CH3:29])[CH3:28])=[O:33])[CH3:36])=[O:22])=[C:8]([S:11]/[CH:12]=[CH:13]\[C:14]3[S:18][CH:17]=[N:16][C:15]=3[CH2:19][OH:20])[C@H:9]([CH3:10])[C@H:5]12)[CH3:3] |f:0.1|. Procedure: In the same manner as in Example 81, 89 mg of the title compound was prepared from 160 mg of sodium (1R,5S,6S)-6-((1R)-1-hydroxyethyl)-2-[[(Z)-2-(4-hydroxymethylthiazol-5-yl)ethen-1-yl]thio]-1-methyl-1-carbapen-2-em-3-carboxylate and 162 mg of 1-(t-butoxycarbonyloxy)ethyl iodide. Reactants: COc1ccc(P2(=S)SP(=S)(c3ccc(OC)cc3)S2)cc1, CC(Oc1ccc(CNC(=O)c2cc(F)cnc2Oc2ccc3c(c2)OCO3)c(F)c1)C(N)=O, C1CCOC1. Product: CC(Oc1ccc(CNC(=O)c2cc(F)cnc2Oc2ccc3c(c2)OCO3)c(F)c1)C(N)=S. RXN SMILES: [CH3:35][O:36][c:37]1[cH:38][cH:39][c:40]([P:41]2(=[S:44])[S:42][P:43]([c:45]3[cH:46][cH:47][c:48]([O:49][CH3:50])[cH:51][cH:52]3)(=[S:53])[S:54]2)[cH:55][cH:56]1.[O:1]1[CH2:2][O:3][c:4]2[c:5]1[cH:6][cH:7][c:8]([O:10][c:11]1[c:12]([C:13](=[O:14])[NH:15][CH2:16][c:17]3[c:18]([F:29])[cH:19][c:20]([O:23][CH:24]([CH3:25])[C:26]([NH2:27])=[O:28])[cH:21][cH:22]3)[cH:30][c:31]([F:34])[cH:32][n:33]1)[cH:9]2.[O:57]1[CH2:58][CH2:59][CH2:60][CH2:61]1>>[O:1]1[CH2:2][O:3][c:4]2[c:5]1[cH:6][cH:7][c:8]([O:10][c:11]1[c:12]([C:13](=[O:14])[NH:15][CH2:16][c:17]3[c:18]([F:29])[cH:19][c:20]([O:23][CH:24]([CH3:25])[C:26]([NH2:27])=[S:44])[cH:21][cH:22]3)[cH:30][c:31]([F:34])[cH:32][n:33]1)[cH:9]2. The reactants are C1(=CC=CC=C1)C1=C(CBr)C=CC=C1 (2-phenylbenzyl bromide), N1CCNCC1 (piperazine). The solvent is C1CCOC1 (THF). Product: C1(=C(C=CC=C1)CN1CCNCC1)C1=CC=CC=C1 (1-([1,1′-biphenyl]-2-ylmethyl)piperazine). Reaction SMILES: [C:1]1([C:7]2[CH:14]=[CH:13][CH:12]=[CH:11][C:8]=2[CH2:9]Br)[CH:6]=[CH:5][CH:4]=[CH:3][CH:2]=1.[NH:15]1[CH2:20][CH2:19][NH:18][CH2:17][CH2:16]1>C1COCC1>[C:7]1([C:1]2[CH:6]=[CH:5][CH:4]=[CH:3][CH:2]=2)[CH:14]=[CH:13][CH:12]=[CH:11][C:8]=1[CH2:9][N:15]1[CH2:20][CH2:19][NH:18][CH2:17][CH2:16]1. Procedure: Synthesized according to General Procedure A: 2-phenylbenzyl bromide (4{12}, 5 g, 20.2 mmol, 1 equiv.), piperazine (10.5 g, 121.4 mmol, 6 equiv.), THF (44.2 mL). Purification with flash column chromatography on silica gel (4:1 EtOAc:MeOH) afforded 5{12} (3.92 g, 77%) as a white solid. 1H-NMR (500 MHz, CDCl3): δ 7.55 (dd, 1H, J=1.5, 7.0 Hz), 7.42-7.38 (m, 4H) 7.36-7.32 (m, 2H), 7.30 (dd, 1H, J=1.5, 7.0 Hz), 7.27 (dd, 1H, J=1.5, 7.0 Hz), 3.40 (s, 2H), 2.83 (t, 4H, J=5.0 Hz), 2.33 (br s, 4H), 1.58 ... The reactants are NC1=C(N(C2=CC=C(C=C12)Cl)C(=O)OCC)C(C1=CC=CC=C1)=O (3-Amino-2-benzoyl-5-chloro-1-(ethoxycarbonyl)indole), C(C)(=O)Cl (acetyl chloride). Yields the product C(C)(=O)NC1=C(N(C2=CC=C(C=C12)Cl)C(=O)OCC)C(C1=CC=CC=C1)=O (3-Acetylamino-2-benzoyl-5-chloro-1-(ethoxycarbonyl)indole). Reaction SMILES: [NH2:1][C:2]1[C:10]2[C:5](=[CH:6][CH:7]=[C:8]([Cl:11])[CH:9]=2)[N:4]([C:12]([O:14][CH2:15][CH3:16])=[O:13])[C:3]=1[C:17](=[O:24])[C:18]1[CH:23]=[CH:22][CH:21]=[CH:20][CH:19]=1.[C:25](Cl)(=[O:27])[CH3:26]>>[C:25]([NH:1][C:2]1[C:10]2[C:5](=[CH:6][CH:7]=[C:8]([Cl:11])[CH:9]=2)[N:4]([C:12]([O:14][CH2:15][CH3:16])=[O:13])[C:3]=1[C:17](=[O:24])[C:18]1[CH:19]=[CH:20][CH:21]=[CH:22][CH:23]=1)(=[O:27])[CH3:26]. Reported procedure: The title compound was prepared according to the procedure described in step 1 of Example 2 (Method A) and from 3-amino-2-benzoyl-5-chloro-1-(ethoxycarbonyl)indole (step 1) and acetyl chloride. Reactants: C1(CC1)C=1OC2=C(N1)C1=C(C=C2C(=O)OC)N=C(N1)NC1=C(C=CC=C1Cl)Cl (methyl 2-cyclopropyl-7-[(2,6-dichlorophenyl)amino]-8H-imidazo[4,5-e][1,3]benzoxazole-4-carboxylate), [OH-].[Na+] (sodium hydroxide). The solvent is CO (MeOH). The product is C1(CC1)C=1OC2=C(N1)C1=C(C=C2C(=O)O)N=C(N1)NC1=C(C=CC=C1Cl)Cl (2-cyclopropyl-7-[(2,6-dichlorophenyl)amino]-8H-imidazo[4,5-e][1,3]benzoxazole-4-carboxylic acid). The yield is 79.5%. RXN SMILES: [CH:1]1([C:4]2[O:5][C:6]3[C:12]([C:13]([O:15]C)=[O:14])=[CH:11][C:10]4[N:17]=[C:18]([NH:20][C:21]5[C:26]([Cl:27])=[CH:25][CH:24]=[CH:23][C:22]=5[Cl:28])[NH:19][C:9]=4[C:7]=3[N:8]=2)[CH2:3][CH2:2]1.[OH-].[Na+]>CO>[CH:1]1([C:4]2[O:5][C:6]3[C:12]([C:13]([OH:15])=[O:14])=[CH:11][C:10]4[N:17]=[C:18]([NH:20][C:21]5[C:26]([Cl:27])=[CH:25][CH:24]=[CH:23][C:22]=5[Cl:28])[NH:19][C:9]=4[C:7]=3[N:8]=2)[CH2:2][CH2:3]1 |f:1.2|. Procedure details: The title compound was prepared following the procedure described for Step-5 of Intermediate-55 using methyl 2-cyclopropyl-7-[(2,6-dichlorophenyl)amino]-8H-imidazo[4,5-e][1,3]benzoxazole-4-carboxylate (0.100 g, 0.234 mmol), MeOH (3.0 mL) and sodium hydroxide (0.047 g, 1.17 mmol) to afford 0.075 g of the desired product. 1HNMR (DMSO-d6): δ 1.07 (s, 4H), 2.32 (s, 1H), 6.56 (m, 1H), 7.07 (m, 1H), 7.31 (s, 1H), 7.57 (s, 1H), 12.15 (s, 2H). The reactants are ClC1=C(C=2C(=C(N=CC2I)N)O1)Cl (2,3-dichloro-4-iodo-furo[2,3-c]pyridin-7-ylamine), [Si](C)(C)(C(C)(C)C)O[C@@H]1CC[C@H](CC1)N1N=CC(=C1)B(O)O ([1-(trans-4-{[tert-butyl(dimethyl)silyl]oxy}cyclohexyl)-1H-pyrazol-4-yl]boronic acid), C([O-])([O-])=O.[K+].[K+] (potassium carbonate). The reagents and catalysts are [Pd](Cl)Cl (palladium dichloride). Solvent: O1CCOCC1 (1,4-dioxane), O (water). Reaction conditions: temperature 75 celsius. Product: [Si](C)(C)(C(C)(C)C)O[C@@H]1CC[C@H](CC1)N1N=CC(=C1)C1=C2C(=C(N=C1)N)OC(=C2Cl)Cl (4-[1-(trans-4-{[tert-butyl(dimethyl)silyl]oxy}cyclohexyl)-1H-pyrazol-4-yl]-2,3-dichlorofuro[2,3-c]pyridin-7-amine). Isolated yield 59.7%. Reaction SMILES: [Cl:1][C:2]1[O:12][C:5]2=[C:6]([NH2:11])[N:7]=[CH:8][C:9](I)=[C:4]2[C:3]=1[Cl:13].[Si:14]([O:21][C@H:22]1[CH2:27][CH2:26][C@H:25]([N:28]2[CH:32]=[C:31](B(O)O)[CH:30]=[N:29]2)[CH2:24][CH2:23]1)([C:17]([CH3:20])([CH3:19])[CH3:18])([CH3:16])[CH3:15].C(=O)([O-])[O-].[K+].[K+]>O1CCOCC1.O.[Pd](Cl)Cl>[Si:14]([O:21][C@H:22]1[CH2:27][CH2:26][C@H:25]([N:28]2[CH:32]=[C:31]([C:9]3[CH:8]=[N:7][C:6]([NH2:11])=[C:5]4[O:12][C:2]([Cl:1])=[C:3]([Cl:13])[C:4]=34)[CH:30]=[N:29]2)[CH2:24][CH2:23]1)([C:17]([CH3:20])([CH3:18])[CH3:19])([CH3:16])[CH3:15] |f:2.3.4|. Procedure details: A mixture of 2,3-dichloro-4-iodo-furo[2,3-c]pyridin-7-ylamine (500 mg, 1.52 mmol), [1-(trans-4-{[tert-butyl(dimethyl)silyl]oxy}cyclohexyl)-1H-pyrazol-4-yl]boronic acid (542 mg, 1.67 mmol) (1,1′-bis-(diphenylphosphine)-ferrocene) palladium dichloride (111 mg, 0.152 mmol) and potassium carbonate (525 mg, 3.80 mmol) in 1,4-dioxane (5.06 mL) and water (2.2 mL) was heated to 75° C. for 2 h. The reaction mixture was concentrated, suspended in ethyl acetate (10 mL), filtered through a pad of Celite, an...